Dataset: the Open Reaction Database (ORD), a public repository of structured organic reaction records. Task: describe an organic reaction: reactants, conditions, products, and yield Starting materials: C(C(C)C)C1=CC(=C(S1)S(=O)(=O)NC(C)(C)C)B(O)O (5-iso-Butyl-2-(N-tert-butylaminosulfonyl)thiophene-3-boronic acid), BrC1=CC=C(CN2N=NN=C2)C=C1 (1-(4-Bromobenzyl)-1H-tetrazole), C1(=CC=CC=C1)C (toluene), [OH-].[Na+] (NaOH). Reagents/catalysts: C=1C=CC(=CC1)[P](C=2C=CC=CC2)(C=3C=CC=CC3)[Pd]([P](C=4C=CC=CC4)(C=5C=CC=CC5)C=6C=CC=CC6)([P](C=7C=CC=CC7)(C=8C=CC=CC8)C=9C=CC=CC9)[P](C=1C=CC=CC1)(C=1C=CC=CC1)C=1C=CC=CC1 (Pd(PPh3)4). Run in CCOC(=O)C (EtOAc), C(C)O (ethanol). Yields the product C(C(C)C)C1=CC(=C(S1)S(=O)(=O)NC(C)(C)C)C1=CC=C(C=C1)CN1N=NN=C1 (5-iso-Butyl-N-tert-butyl-3-(4-tetrazol-1-ylmethylphenyl)thiophene-2-sulfonamide). Yield: 61.5%. Reaction SMILES: [CH2:1]([C:5]1[S:9][C:8]([S:10]([NH:13][C:14]([CH3:17])([CH3:16])[CH3:15])(=[O:12])=[O:11])=[C:7](B(O)O)[CH:6]=1)[CH:2]([CH3:4])[CH3:3].Br[C:22]1[CH:33]=[CH:32][C:25]([CH2:26][N:27]2[CH:31]=[N:30][N:29]=[N:28]2)=[CH:24][CH:23]=1.C1(C)C=CC=CC=1.[OH-].[Na+]>CCOC(C)=O.C1C=CC([P]([Pd]([P](C2C=CC=CC=2)(C2C=CC=CC=2)C2C=CC=CC=2)([P](C2C=CC=CC=2)(C2C=CC=CC=2)C2C=CC=CC=2)[P](C2C=CC=CC=2)(C2C=CC=CC=2)C2C=CC=CC=2)(C2C=CC=CC=2)C2C=CC=CC=2)=CC=1.C(O)C>[CH2:1]([C:5]1[S:9][C:8]([S:10]([NH:13][C:14]([CH3:17])([CH3:16])[CH3:15])(=[O:12])=[O:11])=[C:7]([C:22]2[CH:33]=[CH:32][C:25]([CH2:26][N:27]3[CH:31]=[N:30][N:29]=[N:28]3)=[CH:24][CH:23]=2)[CH:6]=1)[CH:2]([CH3:4])[CH3:3] |f:3.4,^1:52,54,73,92|. Procedure: 5-iso-Butyl-2-(N-tert-butylaminosulfonyl)thiophene-3-boronic acid (401.0 mg, 1.256 mmol, see Example 1(c) above), 1-(4-bromobenzyl)-1H-tetrazole (199.4 mg, 0.834 mmol, see step (a) above), toluene (20 mL), ethanol (3.0 mL), NaOH (1.0M, 5.0 mL, 5.0 mmol) and Pd(PPh3)4 (29.0 mg, 0.25 mmol) were mixed under N2. The mixture was warmed to reflux for 2 hours. The mixture was diluted with EtOAc (20 mL), washed with water and brine, and dried over MgSO4. The solvent was removed and the residue was separ...